This data is from the Open Reaction Database (ORD), a public repository of structured organic reaction records. The task is: describe an organic reaction: reactants, conditions, products, and yield RXN SMILES: [NH2:1][C:2]1[CH:19]=[CH:18][C:5]([O:6][C:7]2[C:16]3[NH:15][C:14](=[O:17])[CH:13]=[N:12][C:11]=3[N:10]=[CH:9][CH:8]=2)=[CH:4][C:3]=1[S:20][CH3:21].[F:22][C:23]1[CH:28]=[CH:27][C:26]([C:29]([F:32])([F:31])[F:30])=[CH:25][C:24]=1[N:33]=[C:34]=[O:35]>>[F:22][C:23]1[CH:28]=[CH:27][C:26]([C:29]([F:32])([F:31])[F:30])=[CH:25][C:24]=1[NH:33][C:34]([NH:1][C:2]1[CH:19]=[CH:18][C:5]([O:6][C:7]2[C:16]3[NH:15][C:14](=[O:17])[CH:13]=[N:12][C:11]=3[N:10]=[CH:9][CH:8]=2)=[CH:4][C:3]=1[S:20][CH3:21])=[O:35]. The reactants are NC1=C(C=C(OC2=CC=NC=3N=CC(NC32)=O)C=C1)SC (8-(4-amino-3-(methylthio)phenoxy)pyrido[2,3-b]pyrazin-2(1H)-one), FC1=C(C=C(C=C1)C(F)(F)F)N=C=O (2-fluoro-5-trifluoromethylphenyl isocyanate). The product is FC1=C(C=C(C=C1)C(F)(F)F)NC(=O)NC1=C(C=C(C=C1)OC1=CC=NC=2N=CC(NC21)=O)SC (1-(2-fluoro-5-(trifluoromethyl)phenyl)-3-(2-(methylthio)-4-(2-oxo-1,2-dihydropyrido[2,3-b]pyrazin-8-yloxy)phenyl)urea). Isolated yield 73.0%. Procedure details: Using Method F2 with 8-(4-amino-3-(methylthio)phenoxy)pyrido[2,3-b]pyrazin-2(1H)-one and 2-fluoro-5-trifluoromethylphenyl isocyanate, the title compound (37 mg, 73%) was obtained as a powder.